This data is from the Open Reaction Database (ORD), a public repository of structured organic reaction records. The task is: describe an organic reaction: reactants, conditions, products, and yield Reactants: CC(C)(C)OC(=O)C(C)(C)Sc1nc(CCN(c2ccc(Br)cc2)S(=O)(=O)c2ccccc2[N+](=O)[O-])cs1, OB(O)Oc1ccc(F)cc1, [Na+], [Na+], O=C([O-])[O-], C1COCCO1, O, c1ccc(P(c2ccccc2)(c2ccccc2)[Pd](P(c2ccccc2)(c2ccccc2)c2ccccc2)(P(c2ccccc2)(c2ccccc2)c2ccccc2)P(c2ccccc2)(c2ccccc2)c2ccccc2)cc1. The product is CC(C)(C)OC(=O)C(C)(C)Sc1nc(CCN(c2ccc(-c3ccc(F)cc3)cc2)S(=O)(=O)c2ccccc2[N+](=O)[O-])cs1. As a reaction SMILES: [C:1]([CH3:2])([CH3:3])([CH3:4])[O:5][C:6]([C:7]([CH3:8])([CH3:9])[S:10][c:11]1[s:12][cH:13][c:14]([CH2:16][CH2:17][N:18]([S:19](=[O:20])(=[O:21])[c:22]2[c:23]([N+:28](=[O:29])[O-:30])[cH:24][cH:25][cH:26][cH:27]2)[c:31]2[cH:32][cH:33][c:34]([Br:37])[cH:35][cH:36]2)[n:15]1)=[O:38].[F:39][c:40]1[cH:41][cH:42][c:43]([O:46][B:47]([OH:48])[OH:49])[cH:44][cH:45]1.[Na+:57].[Na+:58].[O-:59][C:60](=[O:61])[O-:62].[O:51]1[CH2:52][CH2:53][O:54][CH2:55][CH2:56]1.[OH2:50].[cH:63]1[cH:64][cH:65][c:66]([P:67]([Pd:68]([P:69]([c:70]2[cH:71][cH:72][cH:73][cH:74][cH:75]2)([c:76]2[cH:77][cH:78][cH:79][cH:80][cH:81]2)[c:82]2[cH:83][cH:84][cH:85][cH:86][cH:87]2)([P:88]([c:89]2[cH:90][cH:91][cH:92][cH:93][cH:94]2)([c:95]2[cH:96][cH:97][cH:98][cH:99][cH:100]2)[c:101]2[cH:102][cH:103][cH:104][cH:105][cH:106]2)[P:107]([c:108]2[cH:109][cH:110][cH:111][cH:112][cH:113]2)([c:114]2[cH:115][cH:116][cH:117][cH:118][cH:119]2)[c:120]2[cH:121][cH:122][cH:123][cH:124][cH:125]2)([c:126]2[cH:127][cH:128][cH:129][cH:130][cH:131]2)[c:132]2[cH:133][cH:134][cH:135][cH:136][cH:137]2)[cH:138][cH:139]1>>[C:1]([CH3:2])([CH3:3])([CH3:4])[O:5][C:6]([C:7]([CH3:8])([CH3:9])[S:10][c:11]1[s:12][cH:13][c:14]([CH2:16][CH2:17][N:18]([S:19](=[O:20])(=[O:21])[c:22]2[c:23]([N+:28](=[O:29])[O-:30])[cH:24][cH:25][cH:26][cH:27]2)[c:31]2[cH:32][cH:33][c:34](-[c:43]3[cH:42][cH:41][c:40]([F:39])[cH:45][cH:44]3)[cH:35][cH:36]2)[n:15]1)=[O:38].